Dataset: the Open Reaction Database (ORD), a public repository of structured organic reaction records. Task: describe an organic reaction: reactants, conditions, products, and yield Starting materials: COCCN, CSCc1c(C(=O)O)ccc(S(C)(=O)=O)c1F, Cl, O. Product: COCCNc1c(S(C)(=O)=O)ccc(C(=O)O)c1CSC. As a reaction SMILES: [CH3:18][O:19][CH2:20][CH2:21][NH2:22].[CH3:1][S:2](=[O:3])(=[O:4])[c:5]1[c:6]([F:17])[c:7]([CH2:14][S:15][CH3:16])[c:8]([C:9](=[O:10])[OH:11])[cH:12][cH:13]1.[ClH:23].[OH2:24]>>[CH3:1][S:2](=[O:3])(=[O:4])[c:5]1[c:6]([NH:22][CH2:21][CH2:20][O:19][CH3:18])[c:7]([CH2:14][S:15][CH3:16])[c:8]([C:9](=[O:10])[OH:11])[cH:12][cH:13]1.